The task is: describe an organic reaction: reactants, conditions, products, and yield. This data is from the Open Reaction Database (ORD), a public repository of structured organic reaction records. Yield: 95.0%. The reagents and catalysts are [Pd] (Pd/C). Procedure details: 4-O-(2,3,4,6-tetra-O-acetyl-α-D-galactopyranosyl)-2,3,6-tri-O-acetyl-β-D-glucopyranosyl azide (178 mg, 0.26 mmol) was dissolved in MeOH (5 ml) and hydrogenated over Pd/C (10%) (10 mg) for 5 h. The suspension was filtered, and the filtrate was evaporated to give 4-O-(2,3,4,6-tetra-O-acetyl-α-D-galacto-pyranosyl)-2,3,6-tri-O-acetyl-β-D-glucopyranosyl amine (26) (157 mg, 92%). Solvent: CO (MeOH). Product: C(C)(=O)O[C@H]1[C@H](O[C@@H]([C@@H]([C@@H]1OC(C)=O)OC(C)=O)COC(C)=O)O[C@H]1[C@@H]([C@H]([C@@H](O[C@@H]1COC(C)=O)N)OC(C)=O)OC(C)=O (4-O-(2,3,4,6-tetra-O-acetyl-α-D-galacto-pyranosyl)-2,3,6-tri-O-acetyl-β-D-glucopyranosyl amine). The reactants are C(C)(=O)O[C@H]1[C@H](O[C@@H]([C@@H]([C@@H]1OC(C)=O)OC(C)=O)COC(C)=O)O[C@H]1[C@@H]([C@H]([C@@H](O[C@@H]1COC(C)=O)N=[N+]=[N-])OC(C)=O)OC(C)=O (4-O-(2,3,4,6-tetra-O-acetyl-α-D-galactopyranosyl)-2,3,6-tri-O-acetyl-β-D-glucopyranosyl azide). As a reaction SMILES: [C:1]([O:4][C@@H:5]1[C@@H:10]([O:11][C:12](=[O:14])[CH3:13])[C@@H:9]([O:15][C:16](=[O:18])[CH3:17])[C@@H:8]([CH2:19][O:20][C:21](=[O:23])[CH3:22])[O:7][C@@H:6]1[O:24][C@@H:25]1[C@@H:30]([CH2:31][O:32][C:33](=[O:35])[CH3:34])[O:29][C@@H:28]([N:36]=[N+]=[N-])[C@H:27]([O:39][C:40](=[O:42])[CH3:41])[C@H:26]1[O:43][C:44](=[O:46])[CH3:45])(=[O:3])[CH3:2]>CO.[Pd]>[C:1]([O:4][C@@H:5]1[C@@H:10]([O:11][C:12](=[O:14])[CH3:13])[C@@H:9]([O:15][C:16](=[O:18])[CH3:17])[C@@H:8]([CH2:19][O:20][C:21](=[O:23])[CH3:22])[O:7][C@@H:6]1[O:24][C@@H:25]1[C@@H:30]([CH2:31][O:32][C:33](=[O:35])[CH3:34])[O:29][C@@H:28]([NH2:36])[C@H:27]([O:39][C:40](=[O:42])[CH3:41])[C@H:26]1[O:43][C:44](=[O:46])[CH3:45])(=[O:3])[CH3:2].